This data is from the Open Reaction Database (ORD), a public repository of structured organic reaction records. The task is: describe an organic reaction: reactants, conditions, products, and yield Starting materials: COC=1C=C2C(=CC=NC2=CC1OC)OC1=CC=C(C=C1)N (6,7-Dimethoxy-4-(4-aminophenoxy)quinoline), C(O)([O-])=O.[Na+] (sodium hydrogen carbonate), ClC(Cl)(OC(OC(Cl)(Cl)Cl)=O)Cl (triphosgene), NC1=CC=C(C(=O)C2=CC=CC=C2)C=C1 (4-Aminobenzophenone). Run in C1(=CC=CC=C1)C (toluene). Yields the product COC=1C=C2C(=CC=NC2=CC1OC)OC1=CC=C(C=C1)NC(=O)NC1=CC=C(C=C1)C(=O)C1=CC=CC=C1 (N-{4-[(6,7-Dimethoxy-4-quinolyl)oxy]phenyl}-N'-(4-phenylcarbonylphenyl)urea). Isolated yield 20.5%. Reaction SMILES: [CH3:1][O:2][C:3]1[CH:4]=[C:5]2[C:10](=[CH:11][C:12]=1[O:13][CH3:14])[N:9]=[CH:8][CH:7]=[C:6]2[O:15][C:16]1[CH:21]=[CH:20][C:19]([NH2:22])=[CH:18][CH:17]=1.Cl[C:24](Cl)([O:26]C(=O)OC(Cl)(Cl)Cl)Cl.[NH2:35][C:36]1[CH:49]=[CH:48][C:39]([C:40]([C:42]2[CH:47]=[CH:46][CH:45]=[CH:44][CH:43]=2)=[O:41])=[CH:38][CH:37]=1.C(=O)([O-])O.[Na+]>C1(C)C=CC=CC=1>[CH3:1][O:2][C:3]1[CH:4]=[C:5]2[C:10](=[CH:11][C:12]=1[O:13][CH3:14])[N:9]=[CH:8][CH:7]=[C:6]2[O:15][C:16]1[CH:17]=[CH:18][C:19]([NH:22][C:24]([NH:35][C:36]2[CH:37]=[CH:38][C:39]([C:40]([C:42]3[CH:47]=[CH:46][CH:45]=[CH:44][CH:43]=3)=[O:41])=[CH:48][CH:49]=2)=[O:26])=[CH:20][CH:21]=1 |f:3.4|. Procedure: 6,7-Dimethoxy-4-(4-aminophenoxy)quinoline (54 mg) was suspended in toluene (5 ml), triphosgene (53 mg) was added, and the admixture was refluxed with heat for 20 minutes. 4-Aminobenzophenone (85 mg) was added to the reaction mixture, and the admixture was refluxed for 1 hour with heat. After the addition of aqueous sodium hydrogen carbonate, the reaction mixture was extracted 2 times with ethyl acetate, and the organic layer was then washed with brine and dried with anhydrous sodium sulfate. The...